This data is from the Open Reaction Database (ORD), a public repository of structured organic reaction records. The task is: describe an organic reaction: reactants, conditions, products, and yield Reactants: CN1CCCC1=O, CO, Nc1cc(Cl)cc(N)c1[N+](=O)[O-]. The product is COc1cc(N)c([N+](=O)[O-])c(N)c1. RXN SMILES: [CH3:13][N:14]1[C:15](=[O:19])[CH2:18][CH2:17][CH2:16]1.[CH3:20][OH:21].[NH2:1][c:2]1[c:3]([N+:10](=[O:11])[O-:12])[c:4]([NH2:9])[cH:5][c:6]([Cl:8])[cH:7]1>>[NH2:1][c:2]1[c:3]([N+:10](=[O:11])[O-:12])[c:4]([NH2:9])[cH:5][c:6]([O:19][CH3:15])[cH:7]1. Starting materials: ClCC(=O)C1=C(C=C(C=C1)Cl)Cl (2,2',4'-trichloroacetophenone), [Mg] (magnesium), II (iodine), ClC1=C(CCl)C(=CC=C1)Cl (2,6-dichlorobenzyl chloride), ClC1=C(CCl)C(=CC=C1)Cl (2,6-dichlorobenzyl chloride), [Cl-].[NH4+] (ammonium chloride). Solvent: CCOCC (ether), C(C)OCC (diethyl ether), C(C)OCC (diethyl ether). Product: C(C)(C)OC(C)C (isopropyl ether), ClC1=C(C(=CC=C1)Cl)CC(CCl)(O)C1=C(C=C(C=C1)Cl)Cl (1-(2,6-dichlorophenyl)-2-(2,4-dichlorophenyl)-3-chloropropan-2-ol). The yield is 654.1%. Reaction SMILES: [Mg].II.[Cl:4][C:5]1[CH:12]=[CH:11][CH:10]=[C:9]([Cl:13])[C:6]=1[CH2:7]Cl.[Cl:14][CH2:15][C:16]([C:18]1[CH:23]=[CH:22][C:21]([Cl:24])=[CH:20][C:19]=1[Cl:25])=[O:17].[Cl-].[NH4+]>C(OCC)C>[CH:16]([O:17][CH:12]([CH3:11])[CH3:5])([CH3:18])[CH3:15].[Cl:4][C:5]1[CH:12]=[CH:11][CH:10]=[C:9]([Cl:13])[C:6]=1[CH2:7][C:16]([C:18]1[CH:23]=[CH:22][C:21]([Cl:24])=[CH:20][C:19]=1[Cl:25])([OH:17])[CH2:15][Cl:14] |f:4.5|. Procedure details: 5.35 g of magnesium chips and a little iodine are added to a solution of 3 g of 2,6-dichlorobenzyl chloride in 20 ml of diethyl ether. After brief heating, the reaction begins, after which another 36.1 g of 2,6-dichlorobenzyl chloride dissolved in 230 ml of diethyl ether are added dropwise at boiling temperature. A solution of 18.9 g of 2,2',4'-trichloroacetophenone in 150 ml of ether is then added dropwise, and the mixture left to react for 2 hours. The reaction mixture is then treated with an ... As a reaction SMILES: [CH:1]1([CH:4]([C:26]2[CH:27]=[N:28][C:29]([O:32][CH3:33])=[CH:30][CH:31]=2)[O:5][C:6]2[CH:23]=[CH:22][C:9]([CH2:10][NH:11][C:12]3[C:17]([N+:18]([O-:20])=[O:19])=[CH:16][C:15](I)=[CH:14][N:13]=3)=[CH:8][C:7]=2[O:24][CH3:25])[CH2:3][CH2:2]1.[CH3:34][N:35]1[CH:39]=[C:38](B2OC(C)(C)C(C)(C)O2)[CH:37]=[N:36]1.C(=O)([O-])[O-].[K+].[K+]>C1(C)C=CC=CC=1.O.C1C=CC(P(C2C=CC=CC=2)[C-]2C=CC=C2)=CC=1.C1C=CC(P(C2C=CC=CC=2)[C-]2C=CC=C2)=CC=1.[Cl-].[Cl-].[Fe+2].[Pd+2]>[CH:1]1([CH:4]([C:26]2[CH:27]=[N:28][C:29]([O:32][CH3:33])=[CH:30][CH:31]=2)[O:5][C:6]2[CH:23]=[CH:22][C:9]([CH2:10][NH:11][C:12]3[C:17]([N+:18]([O-:20])=[O:19])=[CH:16][C:15]([C:38]4[CH:37]=[N:36][N:35]([CH3:34])[CH:39]=4)=[CH:14][N:13]=3)=[CH:8][C:7]=2[O:24][CH3:25])[CH2:3][CH2:2]1 |f:2.3.4,7.8.9.10.11.12|. Reagents/catalysts: C1=CC=C(C=C1)P([C-]2C=CC=C2)C3=CC=CC=C3.C1=CC=C(C=C1)P([C-]2C=CC=C2)C3=CC=CC=C3.[Cl-].[Cl-].[Fe+2].[Pd+2] ((1,1′-bis(diphenylphosphino)ferrocene)palladium(II) dichloride). Run in C1(=CC=CC=C1)C (toluene), O (water), O (water). Isolated yield 54.5%. Reactants: C1(CC1)C(OC1=C(C=C(CNC2=NC=C(C=C2[N+](=O)[O-])I)C=C1)OC)C=1C=NC(=CC1)OC (N-(4-(cyclopropyl(6-methoxypyridin-3-yl)methoxy)-3-methoxybenzyl)-5-iodo-3-nitropyridin-2-amine), CN1N=CC(=C1)B1OC(C(O1)(C)C)(C)C (1-methyl-4-(4,4,5,5-tetramethyl-1,3,2-dioxaborolan-2-yl)-1H-pyrazole), C([O-])([O-])=O.[K+].[K+] (potassium carbonate). Procedure: To a stirred solution of N-(4-(cyclopropyl(6-methoxypyridin-3-yl)methoxy)-3-methoxybenzyl)-5-iodo-3-nitropyridin-2-amine (2.20 g, 3.91 mmol), 1-methyl-4-(4,4,5,5-tetramethyl-1,3,2-dioxaborolan-2-yl)-1H-pyrazole (0.896 g, 4.30 mmol), and potassium carbonate (1.10 g, 7.95 mmol) in toluene (10 mL) and water (1 mL) was added (1,1′-bis(diphenylphosphino)ferrocene)palladium(II) dichloride (0.143 g, 0.20 mmol). The resulting mixture was heated to 100° C. and stirred under a nitrogen atmosphere. After 1... Conditions: temperature 100 celsius, time 16 hour. Yields the product C1(CC1)C(OC1=C(C=C(CNC2=NC=C(C=C2[N+](=O)[O-])C=2C=NN(C2)C)C=C1)OC)C=1C=NC(=CC1)OC (N-(4-(cyclopropyl(6-methoxypyridin-3-yl)methoxy)-3-methoxybenzyl)-5-(1-methyl-1H-pyrazol-4-yl)-3-nitropyridin-2-amine). The reactants are CC(C)(C)n1c(-c2ccccc2C#N)nc2cc(Br)ccc21, CO, [NH4+], [OH-], OO. The product is CC(C)(C)n1c(-c2ccccc2C(N)=O)nc2cc(Br)ccc21. As a reaction SMILES: [Br:1][c:2]1[cH:3][c:4]2[c:5]([n:6]([C:17]([CH3:18])([CH3:19])[CH3:20])[c:7](-[c:9]3[c:10]([C:11]#[N:12])[cH:13][cH:14][cH:15][cH:16]3)[n:8]2)[cH:21][cH:22]1.[CH3:27][OH:28].[NH4+:23].[OH-:24].[OH:25][OH:26]>>[Br:1][c:2]1[cH:3][c:4]2[c:5]([n:6]([C:17]([CH3:18])([CH3:19])[CH3:20])[c:7](-[c:9]3[c:10]([C:11]([NH2:12])=[O:24])[cH:13][cH:14][cH:15][cH:16]3)[n:8]2)[cH:21][cH:22]1. Starting materials: ClC=1C=C(C=CC1)C1=CC=2C(N(C=CC2O1)C=1C=C2C=NNC2=CC1)=O (2-(3-chlorophenyl)-5-(1H-indazol-5-yl)furo[3,2-c]pyridin-4(5H)-one), Cl.ClCCN1CCCC1 ((2-chloroethyl)pyrrolidine hydrochloride), C(=O)([O-])[O-].[Cs+].[Cs+] (Cs2CO3). The solvent is CS(=O)C (DMSO), CN1CCCC1=O (NMP), O (H2O), CCOC(=O)C (EtOAc). Reaction conditions: time 18 hour. Product: ClC=1C=C(C=CC1)C1=CC=2C(N(C=CC2O1)C=1C=C2C=NN(C2=CC1)CCN1CCCC1)=O (2-(3-Chlorophenyl)-5-(1-(2-(pyrrolidine-1-yl)ethyl)-1H-indazol-5-yl)furo[3,2-c]pyridine-4(5H)-one). The yield is 24.9%. RXN SMILES: [Cl:1][C:2]1[CH:3]=[C:4]([C:8]2[O:16][C:15]3[CH:14]=[CH:13][N:12]([C:17]4[CH:18]=[C:19]5[C:23](=[CH:24][CH:25]=4)[NH:22][N:21]=[CH:20]5)[C:11](=[O:26])[C:10]=3[CH:9]=2)[CH:5]=[CH:6][CH:7]=1.Cl.Cl[CH2:29][CH2:30][N:31]1[CH2:35][CH2:34][CH2:33][CH2:32]1.C([O-])([O-])=O.[Cs+].[Cs+]>CS(C)=O.CN1C(=O)CCC1.O.CCOC(C)=O>[Cl:1][C:2]1[CH:3]=[C:4]([C:8]2[O:16][C:15]3[CH:14]=[CH:13][N:12]([C:17]4[CH:18]=[C:19]5[C:23](=[CH:24][CH:25]=4)[N:22]([CH2:29][CH2:30][N:31]4[CH2:35][CH2:34][CH2:33][CH2:32]4)[N:21]=[CH:20]5)[C:11](=[O:26])[C:10]=3[CH:9]=2)[CH:5]=[CH:6][CH:7]=1 |f:1.2,3.4.5|. Procedure details: To a solution of 2-(3-chlorophenyl)-5-(1H-indazol-5-yl)furo[3,2-c]pyridin-4(5H)-one (0.365 g, 0.732 mmol) in DMSO (1.5 mL) and NMP (0.94 mL) was added (2-chloroethyl)pyrrolidine hydrochloride (0.273 g, 1.61 mmol) and Cs2CO3 (1.43 g, 4.39 mmol). The reaction mixture was stirred at ambient temperature for 18 h; then the reaction mixture was diluted with H2O (10 mL) and EtOAc (20 mL). The desired solids were collected by filtration. Purification by flash chromatography (silica gel, CH2Cl2/(80:18:2 ...